This data is from the Open Reaction Database (ORD), a public repository of structured organic reaction records. The task is: describe an organic reaction: reactants, conditions, products, and yield The reactants are COCCCC/C(=N\OCCN)/C=1C=CC(=CC1)C(F)(F)F (fluvoxamine), C(\C=C/C(=O)O)(=O)O (maleic acid). Run in O (water). Yields the product COCCCC/C(=N\OCCN)/C=1C=CC(=CC1)C(F)(F)F.C(=C\C(=O)O)\C(=O)O (fluvoxamine maleate). RXN SMILES: [CH3:1][O:2][CH2:3][CH2:4][CH2:5][CH2:6]/[C:7](/[C:13]1[CH:14]=[CH:15][C:16]([C:19]([F:22])([F:21])[F:20])=[CH:17][CH:18]=1)=[N:8]\[O:9][CH2:10][CH2:11][NH2:12].[C:23]([OH:30])(=[O:29])/[CH:24]=[CH:25]\[C:26]([OH:28])=[O:27]>O>[CH3:1][O:2][CH2:3][CH2:4][CH2:5][CH2:6]/[C:7](/[C:13]1[CH:14]=[CH:15][C:16]([C:19]([F:20])([F:22])[F:21])=[CH:17][CH:18]=1)=[N:8]\[O:9][CH2:10][CH2:11][NH2:12].[CH:24](/[C:23]([OH:30])=[O:29])=[CH:25]/[C:26]([OH:28])=[O:27] |f:3.4|. Reported procedure: treating the organic layer containing fluvoxamine base with a solution of maleic acid in a protic solvent or water to obtain fluvoxamine maleate; and Reactants: BrC1=C(OC2CCN(CC2)C2=NN=C(S2)C2=NOC(=N2)C[C@H](NC(C(F)(F)F)=O)C(=O)OCC)C=C(C=C1)F (ethyl 3-(3-{5-[4-(2-bromo-5-fluorophenoxy)piperidin-1-yl]-1,3,4-thiadiazol-2-yl}-1,2,4-oxadiazol-5-yl)-N-(trifluoroacetyl)-L-alaninate), Cl (HCl), [OH-].[Na+] (NaOH). The solvent is CCO (EtOH), O (water). Reaction conditions: time 8 hour. The product is BrC1=C(OC2CCN(CC2)C2=NN=C(S2)C2=NOC(=N2)C[C@H](N)C(=O)O)C=C(C=C1)F (3-(3-{5-[4-(2-Bromo-5-fluorophenoxy)piperidin-1-yl]-1,3,4-thiadiazol-2-yl}-1,2,4-oxadiazol-5-yl)-L-alanine). Reaction SMILES: [Br:1][C:2]1[CH:38]=[CH:37][C:36]([F:39])=[CH:35][C:3]=1[O:4][CH:5]1[CH2:10][CH2:9][N:8]([C:11]2[S:15][C:14]([C:16]3[N:20]=[C:19]([CH2:21][C@@H:22]([C:30]([O:32]CC)=[O:31])[NH:23]C(=O)C(F)(F)F)[O:18][N:17]=3)=[N:13][N:12]=2)[CH2:7][CH2:6]1.[OH-].[Na+].Cl>CCO.O>[Br:1][C:2]1[CH:38]=[CH:37][C:36]([F:39])=[CH:35][C:3]=1[O:4][CH:5]1[CH2:10][CH2:9][N:8]([C:11]2[S:15][C:14]([C:16]3[N:20]=[C:19]([CH2:21][C@@H:22]([C:30]([OH:32])=[O:31])[NH2:23])[O:18][N:17]=3)=[N:13][N:12]=2)[CH2:7][CH2:6]1 |f:1.2|. Procedure: To a suspension of ethyl 3-(3-{5-[4-(2-bromo-5-fluorophenoxy)piperidin-1-yl]-1,3,4-thiadiazol-2-yl}-1,2,4-oxadiazol-5-yl)-N-(trifluoroacetyl)-L-alaninate (550 mg, 0.86 mmol) in EtOH (5 mL) and water (5 mL) was added NaOH (104 mg, 2.6 mmol) and the resulting solution was stirred at rt overnight. The solution was adjusted to pH 7 with HCl solution (1 mol/L), then extracted with EtOAc. The combined organic layers were dried over anhydrous Na2SO4, filtered and evaporated in vacuo. The crude product ... RXN SMILES: [Cl:1][C:2]1[CH:3]=[CH:4][C:5]2[N:11]=[C:10]([C:12]([N+:15]([O-])=O)=NO)[CH2:9][N:8]=[C:7]([C:18]3[CH:23]=[CH:22][CH:21]=[CH:20][C:19]=3[F:24])C=2C=1.[NH:26]1[CH2:30]CCC1.O1C[CH2:34][CH2:33][CH2:32]1.[CH2:36](O)[CH3:37].[O:39]1CCCC1>>[Cl:1][C:2]1[CH:3]=[CH:4][C:5]2[N:11]=[C:10]([CH:12]3[CH2:34][CH2:33][CH2:32][N:15]3[CH:30]=[N:26][OH:39])[CH2:9][N:8]=[C:7]([C:18]3[CH:23]=[CH:22][CH:21]=[CH:20][C:19]=3[F:24])[C:37]=2[CH:36]=1 |f:2.3|. The reactants are ClC=1C=CC2=C(C(=NCC(=N2)C(=NO)[N+](=O)[O-])C2=C(C=CC=C2)F)C1 (7-chloro-5-(2-fluorophenyl)-N-hydroxy-α-nitro-3H-1,4-benzodiazepine-2-methanimine), N1CCCC1 (pyrrolidine), O1CCCC1 (tetrahydrofuran), O1CCCC1.C(C)O (tetrahydrofuran ethanol). Product: ClC=1C=CC2=C(C(=NCC(=N2)C2N(CCC2)C=NO)C2=C(C=CC=C2)F)C1 (7-Chloro-5-(2-fluorophenyl)-2-[1-[(hydroxyimino)methyl]pyrrolidinyl]-3H-1,4-benzodiazepine). Procedure: Reaction of 7-chloro-5-(2-fluorophenyl)-N-hydroxy-α-nitro-3H-1,4-benzodiazepine-2-methanimine with pyrrolidine in tetrahydrofuran overnight at room temperature yielded yellowish crystals. For analysis a sample was recyrstallized from tetrahydrofuran/ethanol, mp 175°-178° C. Reactants: COc1ccc(NC(=O)c2ccc3nc(N4CCN(C(=O)OC(C)(C)C)CC4)sc3c2)cc1OC, CCOCC, O=C(O)C(F)(F)F. Product: COc1ccc(NC(=O)c2ccc3nc(N4CCNCC4)sc3c2)cc1OC. Reaction SMILES: [CH3:1][O:2][c:3]1[cH:4][c:5]([NH:11][C:12](=[O:13])[c:14]2[cH:15][c:16]3[c:17]([n:18][c:19]([N:21]4[CH2:22][CH2:23][N:24]([C:27]([O:28][C:29]([CH3:30])([CH3:31])[CH3:32])=[O:33])[CH2:25][CH2:26]4)[s:20]3)[cH:34][cH:35]2)[cH:6][cH:7][c:8]1[O:9][CH3:10].[CH3:43][CH2:44][O:45][CH2:46][CH3:47].[OH:36][C:37]([C:38]([F:39])([F:40])[F:41])=[O:42]>>[CH3:1][O:2][c:3]1[cH:4][c:5]([NH:11][C:12](=[O:13])[c:14]2[cH:15][c:16]3[c:17]([n:18][c:19]([N:21]4[CH2:22][CH2:23][NH:24][CH2:25][CH2:26]4)[s:20]3)[cH:34][cH:35]2)[cH:6][cH:7][c:8]1[O:9][CH3:10]. Reactants: [Al+3], [Cl-], [Cl-], [Cl-], ClCCCl, c1ccn2c(CCN3CCOCC3)ncc2c1, O=C(Cl)c1cccc2ccccc12. Yields the product O=C(c1cccc2ccccc12)c1nc(CCN2CCOCC2)n2ccccc12. As a reaction SMILES: [Al+3:17].[Cl-:14].[Cl-:15].[Cl-:16].[Cl:35][CH2:36][CH2:37][Cl:38].[O:18]1[CH2:19][CH2:20][N:21]([CH2:24][CH2:25][c:26]2[n:27][cH:28][c:29]3[n:30]2[cH:31][cH:32][cH:33][cH:34]3)[CH2:22][CH2:23]1.[c:1]1([C:11](=[O:12])[Cl:13])[cH:2][cH:3][cH:4][c:5]2[cH:6][cH:7][cH:8][cH:9][c:10]12>>[c:1]1([C:11](=[O:12])[c:28]2[n:27][c:26]([CH2:25][CH2:24][N:21]3[CH2:20][CH2:19][O:18][CH2:23][CH2:22]3)[n:30]3[c:29]2[cH:34][cH:33][cH:32][cH:31]3)[cH:2][cH:3][cH:4][c:5]2[cH:6][cH:7][cH:8][cH:9][c:10]12. The reactants are CCCCCC(=O)Cl, CC(N)C(=O)O. Product: CCCCCC(=O)NC(C)C(=O)O. RXN SMILES: [C:7]([CH2:8][CH2:9][CH2:10][CH2:11][CH3:12])(=[O:13])[Cl:14].[NH2:1][CH:2]([CH3:3])[C:4](=[O:5])[OH:6]>>[NH:1]([CH:2]([CH3:3])[C:4](=[O:5])[OH:6])[C:7]([CH2:8][CH2:9][CH2:10][CH2:11][CH3:12])=[O:13]. Starting materials: CO, CCOC(=O)C(C)CC(Cc1ccc(-c2cccc(Cl)c2)cc1)NC(=O)c1n[nH]c(=O)o1, [Na+], [OH-]. Product: CC(CC(Cc1ccc(-c2cccc(Cl)c2)cc1)NC(=O)c1n[nH]c(=O)o1)C(=O)O. Reaction SMILES: [CH3:35][OH:36].[Cl:1][c:2]1[cH:3][c:4](-[c:8]2[cH:9][cH:10][c:11]([CH2:14][CH:15]([CH2:16][CH:17]([C:18](=[O:19])[O:20][CH2:21][CH3:22])[CH3:23])[NH:24][C:25](=[O:26])[c:27]3[o:28][c:29](=[O:32])[nH:30][n:31]3)[cH:12][cH:13]2)[cH:5][cH:6][cH:7]1.[Na+:34].[OH-:33]>>[Cl:1][c:2]1[cH:3][c:4](-[c:8]2[cH:9][cH:10][c:11]([CH2:14][CH:15]([CH2:16][CH:17]([C:18](=[O:19])[OH:20])[CH3:23])[NH:24][C:25](=[O:26])[c:27]3[o:28][c:29](=[O:32])[nH:30][n:31]3)[cH:12][cH:13]2)[cH:5][cH:6][cH:7]1.